From a dataset of the Open Reaction Database (ORD), a public repository of structured organic reaction records. describe an organic reaction: reactants, conditions, products, and yield The reactants are C(C(=O)Cl)(=O)Cl (oxalyl chloride), NC1[C@@H]2N(C(=C(CS2)C)C(=O)OCOC(C(C)(C)C)=O)C1=O (pivaloyloxymethyl 7-amino-3-methyl-3-cephem-4-carboxylate), C(=O)N1CCC(CC1)CCCN=[N+]=[N-] (N-formyl-4-(3-azidopropyl)-piperidine). The solvent is alcohol, C(C)N(CC)CC (Triethylamine), alcohol, alcohol. Reaction conditions: temperature -10 celsius. The product is N(=[N+]=[N-])CCCC1CCN(CC1)C=NC1[C@@H]2N(C(=C(CS2)C)C(=O)OCOC(C(C)(C)C)=O)C1=O (Pivaloyloxymethyl 7-[(4-(3-azidopropyl)-1-piperidyl)-methyleneamino]-3-methyl-3-cephem-4-carboxylate). Reaction SMILES: [CH:1]([N:3]1[CH2:8][CH2:7][CH:6]([CH2:9][CH2:10][CH2:11][N:12]=[N+:13]=[N-:14])[CH2:5][CH2:4]1)=O.C(Cl)(=O)C(Cl)=O.[NH2:21][CH:22]1[C:41](=[O:42])[N:24]2[C:25]([C:30]([O:32][CH2:33][O:34][C:35](=[O:40])[C:36]([CH3:39])([CH3:38])[CH3:37])=[O:31])=[C:26]([CH3:29])[CH2:27][S:28][C@H:23]12>C(N(CC)CC)C>[N:12]([CH2:11][CH2:10][CH2:9][CH:6]1[CH2:7][CH2:8][N:3]([CH:1]=[N:21][CH:22]2[C:41](=[O:42])[N:24]3[C:25]([C:30]([O:32][CH2:33][O:34][C:35](=[O:40])[C:36]([CH3:37])([CH3:38])[CH3:39])=[O:31])=[C:26]([CH3:29])[CH2:27][S:28][C@H:23]23)[CH2:4][CH2:5]1)=[N+:13]=[N-:14]. Procedure details: A solution of N-formyl-4-(3-azidopropyl)-piperidine (1.13 g) in alcohol-free chloroform (2.5 ml) was cooled to -20° C. and oxalyl chloride (0.44 ml) in alcohol-free chloroform (2.5 ml) was added dropwise. After 1 hour at -20° C. the solution was added dropwise at -60° C. to -70° C. to a stirred solution of pivaloyloxymethyl 7-amino-3-methyl-3-cephem-4-carboxylate (1.72 g) in alcohol-free chloroform (12 ml). Triethylamine (1.46 ml) was added and within the next hour the temperature was gradually ... Reactants: CN1C(=CC(=C1C(=O)C=1N(C(=CC1)Cl)C)C)CC(=O)OCC (ethyl 1,4-dimethyl-5-(1-methyl-5'-chloropyrrol-2-oyl)pyrrole-2-acetate), [OH-].[Na+] (NaOH). The yield is 9.0%. Product: CN1C(=CC(=C1C(=O)C=1N(C(=CC1)Cl)C)C)CC(=O)O (1,4-dimethyl-5-(1-methyl-5'-chloropyrrol-2-oyl)pyrrole-2-acetic acid). Reported procedure: Seven grams of ethyl 1,4-dimethyl-5-(1-methyl-5'-chloropyrrol-2-oyl)pyrrole-2-acetate (0.23 mole) is hydrolyzed with 25 ml 10% NaOH solution at room temperature. After acidifying and extracting with methylene chloride, the crude product is crystallized upon removal of solvent to give 6.1 g (90%) of crystalline 1,4-dimethyl-5-(1-methyl-5'-chloropyrrol-2-oyl)pyrrole-2-acetic acid, m.p. 148°-149° C. RXN SMILES: [CH3:1][N:2]1[C:6]([C:7]([C:9]2[N:10]([CH3:15])[C:11]([Cl:14])=[CH:12][CH:13]=2)=[O:8])=[C:5]([CH3:16])[CH:4]=[C:3]1[CH2:17][C:18]([O:20]CC)=[O:19].[OH-].[Na+]>>[CH3:1][N:2]1[C:6]([C:7]([C:9]2[N:10]([CH3:15])[C:11]([Cl:14])=[CH:12][CH:13]=2)=[O:8])=[C:5]([CH3:16])[CH:4]=[C:3]1[CH2:17][C:18]([OH:20])=[O:19] |f:1.2|. Reactants: Cl, NO, [Na+], [OH-], O, O=S(Cl)Cl, O=C(O)CCOc1cccc(-c2ccccc2)c1. Yields the product O=C(CCOc1cccc(-c2ccccc2)c1)NO. Reaction SMILES: [ClH:25].[NH2:26][OH:27].[Na+:24].[OH-:23].[OH2:28].[S:19]([Cl:20])([Cl:21])=[O:22].[c:1]1(-[c:7]2[cH:8][c:9]([O:10][CH2:11][CH2:12][C:13](=[O:14])[OH:15])[cH:16][cH:17][cH:18]2)[cH:2][cH:3][cH:4][cH:5][cH:6]1>>[c:1]1(-[c:7]2[cH:8][c:9]([O:10][CH2:11][CH2:12][C:13](=[O:14])[NH:26][OH:23])[cH:16][cH:17][cH:18]2)[cH:2][cH:3][cH:4][cH:5][cH:6]1. Reactants: [NH4+].[Cl-] (NH4Cl), aldehyde, COC1=CC=C(C=C1C1=CC(=CC=C1)C=1OC=NN1)C=O (6-Methoxy-3′-[1,3,4]oxadiazol-2-yl-biphenyl3-carbaldehyde), FC1=CC=C(C=C1)[Mg]Br (4-fluorophenyl magnesium bromide). Solvent: C1CCOC1 (THF), C1CCOC1 (THF). Reaction conditions: time 40 minute. Yields the product FC1=CC=C(C=C1)C(O)C=1C=C(C(=CC1)OC)C1=CC(=CC=C1)C=1OC=NN1 ((4-Fluoro-phenyl)-(6-methoxy-3′-[1,3,4]oxadiazol-2-yl-biphenyl-3-yl)-methanol). As a reaction SMILES: [CH3:1][O:2][C:3]1[C:8]([C:9]2[CH:14]=[CH:13][CH:12]=[C:11]([C:15]3[O:16][CH:17]=[N:18][N:19]=3)[CH:10]=2)=[CH:7][C:6]([CH:20]=[O:21])=[CH:5][CH:4]=1.[F:22][C:23]1[CH:28]=[CH:27][C:26]([Mg]Br)=[CH:25][CH:24]=1.[NH4+].[Cl-]>C1COCC1>[F:22][C:23]1[CH:28]=[CH:27][C:26]([CH:20]([C:6]2[CH:7]=[C:8]([C:9]3[CH:14]=[CH:13][CH:12]=[C:11]([C:15]4[O:16][CH:17]=[N:18][N:19]=4)[CH:10]=3)[C:3]([O:2][CH3:1])=[CH:4][CH:5]=2)[OH:21])=[CH:25][CH:24]=1 |f:2.3|. Procedure details: To a solution of the above aldehyde, 6-Methoxy-3′-[1,3,4]oxadiazol-2-yl-biphenyl3-carbaldehyde (86 mg, 0.307 mmol) in anhydrous THF (1 mL) was added dropwise a solution of 4-fluorophenyl magnesium bromide in THF (0.46 ml, 1M) at −78° C. After the addition was complete, the resulting mixture was allowed to warm to room temperature and stirred for 40 minutes. Then saturated NH4Cl aq. was added. The mixture was extracted with EtOAc (2×10 ml). The combined organic layers were washed with water and d...